From a dataset of the Open Reaction Database (ORD), a public repository of structured organic reaction records. describe an organic reaction: reactants, conditions, products, and yield The reactants are FC=1C=C(N)C=CC1 (3-fluoroaniline), COC(=O)C#CC(=O)OC (dimethylacetylene dicarboxylate). Product: FC1=C2C(C=C(NC2=CC=C1)C(=O)O)=O (5-fluoro-4-oxo-1,4-dihydroquinoline-2-carboxylic acid). Reaction SMILES: [F:1][C:2]1[CH:3]=[C:4]([CH:6]=[CH:7][CH:8]=1)[NH2:5].C[O:10][C:11]([C:13]#[C:14][C:15](OC)=[O:16])=[O:12]>>[F:1][C:2]1[CH:8]=[CH:7][CH:6]=[C:4]2[C:3]=1[C:15](=[O:16])[CH:14]=[C:13]([C:11]([OH:12])=[O:10])[NH:5]2. Procedure: Using the method described in Example 15 with 3-fluoroaniline (8.7 ml) and dimethylacetylene dicarboxylate (5.46 ml) gave 5-fluoro-4-oxo-1,4-dihydroquinoline-2-carboxylic acid (0.022 g), m.p. 285°-286° C. (dec), δ (360 MHz, NAOD) 6.86 (1H, s, 3-H), 7.04 (1H, m, 7-H) and 7.52-7.68 (2H. m, 6-H, 8-H).